This data is from the Open Reaction Database (ORD), a public repository of structured organic reaction records. The task is: describe an organic reaction: reactants, conditions, products, and yield Reactants: 88, Cl.C(C1=CN=CC=C1)(=O)Cl (nicotinoyl chloride hydrochloride), FC1=CC=CC=C1 (fluorobenzene), [Cl-].[Al+3].[Cl-].[Cl-] (aluminium chloride). Reaction conditions: time 8 hour. Product: N1=CC(=CC=C1)C(=O)C1=CC=C(C=C1)F (p-fluorophenyl 3-pyridyl ketone). Reaction SMILES: Cl.[C:2](Cl)(=[O:9])[C:3]1[CH:8]=[CH:7][CH:6]=[N:5][CH:4]=1.[F:11][C:12]1[CH:17]=[CH:16][CH:15]=[CH:14][CH:13]=1.[Cl-].[Al+3].[Cl-].[Cl-]>>[N:5]1[CH:6]=[CH:7][CH:8]=[C:3]([C:2]([C:15]2[CH:16]=[CH:17][C:12]([F:11])=[CH:13][CH:14]=2)=[O:9])[CH:4]=1 |f:0.1,3.4.5.6|. Procedure: To a stirred and cooled (ice-bath) mixture of 88 parts of nicotinoyl chloride hydrochloride in 400 parts of fluorobenzene are added portionwise 165 parts of aluminium chloride at a temperature between 5° and 10° C. Upon completion, the cooling-bath is removed and the mixture is stirred and refluxed for 6 hours. The reaction mixture is allowed to stand overnight at room temperature and is then poured onto a mixture of crushed ice and hydrochloric acid. After cooling, the layers are separated. The... Starting materials: CCC1(CC)N=C(c2ccc(F)cc2)c2ccc(N)cc2O1, CS(=O)(=O)Cl, ClC(Cl)Cl, c1ccncc1. The product is CCC1(CC)N=C(c2ccc(F)cc2)c2ccc(NS(C)(=O)=O)cc2O1. RXN SMILES: [CH2:12]([CH3:13])[C:14]1([CH2:32][CH3:33])[O:15][c:16]2[c:17]([cH:27][cH:28][c:29]([NH2:31])[cH:30]2)[C:18]([c:20]2[cH:21][cH:22][c:23]([F:26])[cH:24][cH:25]2)=[N:19]1.[CH3:1][S:2]([Cl:3])(=[O:4])=[O:5].[CH:34]([Cl:35])([Cl:36])[Cl:37].[cH:6]1[cH:7][cH:8][n:9][cH:10][cH:11]1>>[CH3:1][S:2](=[O:4])(=[O:5])[NH:31][c:29]1[cH:28][cH:27][c:17]2[c:16]([cH:30]1)[O:15][C:14]([CH2:12][CH3:13])([CH2:32][CH3:33])[N:19]=[C:18]2[c:20]1[cH:21][cH:22][c:23]([F:26])[cH:24][cH:25]1. The reactants are Cl.FC1(CC(C1)N)F (3,3-Difluoro-cyclobutylamine hydrochloride), C(Cl)Cl (CH2Cl2), CS(=O)(=O)Cl (methanesulfonylchloride). Run in C(C)N(CC)CC (triethylamine). Reaction conditions: time 16 hour. Product: FC1(CC(C1)NS(=O)(=O)C)F (N-(3,3-Difluoro-cyclobutyl)-methansulfonamide). RXN SMILES: Cl.[F:2][C:3]1([F:8])[CH2:6][CH:5]([NH2:7])[CH2:4]1.C(Cl)Cl.[CH3:12][S:13](Cl)(=[O:15])=[O:14]>C(N(CC)CC)C>[F:2][C:3]1([F:8])[CH2:6][CH:5]([NH:7][S:13]([CH3:12])(=[O:15])=[O:14])[CH2:4]1 |f:0.1|. Procedure: 0.60 g 3,3-Difluoro-cyclobutylamine hydrochloride were suspended using 40 ml CH2Cl2 and 2.9 ml of triethylamine added at ambient temperature while receiving a clear solution. Thereafter, 1.0 ml of methanesulfonylchloride were added dropwise at ambient temperature and the mixture left at that temperature for 16 h. The volatiles were removed in vacuo, the residue was redissolved using 200 ml of EE and 100 ml of a saturated aqueous Na2CO3-solution and the layers separated. The organic layer was was... The reactants are N12CCCCCC2=NCCC1 (1,8-diazabicyclo[5.4.0]undec-7-ene), BrC=1N=C(SC1)C(=O)O (4-Bromo-1,3-thiazole-2-carboxylic acid), CS(=O)(=O)N (Methanesulphonamide), N,N′-Carbonyldiimidazole. Run in O1CCCC1 (tetrahydrofuran). Conditions: time 16 hour. The product is BrC=1N=C(SC1)C(=O)NS(=O)(=O)C (4-Bromo-N-(methylsulphonyl)-1,3-thiazole-2-carboxamide). Reaction SMILES: [Br:1][C:2]1[N:3]=[C:4]([C:7]([OH:9])=O)[S:5][CH:6]=1.[CH3:10][S:11]([NH2:14])(=[O:13])=[O:12].N12CCCN=C1CCCCC2>O1CCCC1>[Br:1][C:2]1[N:3]=[C:4]([C:7]([NH:14][S:11]([CH3:10])(=[O:13])=[O:12])=[O:9])[S:5][CH:6]=1. Reported procedure: 4-Bromo-1,3-thiazole-2-carboxylic acid (1.0 g, 4.8 mmol) were initially charged in tetrahydrofuran (10 ml). N,N′-Carbonyldiimidazole (1.17 g, 7.2 mmol) was added and the reaction mixture was heated under reflux for 1 h. Methanesulphonamide (0.69 g, 7.2 mmol) was added and, after 10 min, 1,8-diazabicyclo[5.4.0]undec-7-ene (1.10 g, 7.2 mmol). The reaction mixture was stirred at room temperature for 16 h and then the solvent was removed under reduced pressure. The residue was taken up in water and ... The reactants are O=C1O[C@H](CN1C1=CC(=C(C=C1)C=1CCN(CC1)C(COC(C)=O)=O)F)CNC(C)=O ((S)-(−)-N-[[2-Oxo-3-[3-fluoro-4-[-1-[(acetoxy)acetyl]-3,6-dihydro-2H-pyridin-4-yl]phenyl]-5-oxazolidinyl]methyl]acetamide), C([O-])([O-])=O.[K+].[K+] (potassium carbonate), Cl (hydrochloric acid). Solvent: CO (methanol). Run at time 1.5 hour. Yields the product OCC(=O)N1CCC(=CC1)C1=C(C=C(C=C1)N1C(O[C@H](C1)CNC(C)=O)=O)F ((S)-(−)-N-[[3-[4-[1-(Hydroxyacetyl)-3,6-dihydro-2H-pyridin-4-yl]-3-fluoropheny]-2-oxo-5-oxazolidinyl]methyl]acetamide). Reaction SMILES: [O:1]=[C:2]1[N:6]([C:7]2[CH:12]=[CH:11][C:10]([C:13]3[CH2:14][CH2:15][N:16]([C:19](=[O:25])[CH2:20][O:21]C(=O)C)[CH2:17][CH:18]=3)=[C:9]([F:26])[CH:8]=2)[CH2:5][C@H:4]([CH2:27][NH:28][C:29](=[O:31])[CH3:30])[O:3]1.C(=O)([O-])[O-].[K+].[K+].Cl>CO>[OH:21][CH2:20][C:19]([N:16]1[CH2:17][CH:18]=[C:13]([C:10]2[CH:11]=[CH:12][C:7]([N:6]3[CH2:5][C@H:4]([CH2:27][NH:28][C:29](=[O:31])[CH3:30])[O:3][C:2]3=[O:1])=[CH:8][C:9]=2[F:26])[CH2:14][CH2:15]1)=[O:25] |f:1.2.3|. Procedure details: A mixture of (S)-(−)-N-[[2-oxo-3-[3-fluoro-4-[1-[(acetoxy)acetyl]-3,6-dihydro-2H-pyridin-4-yl]phenyl]-5-oxazolidinyl]methyl]acetamide (EXAMPLE 39, 475 mg) and anhydrous potassium carbonate (303 mg) in methanol (44 mL) is stirred under N2 at ambient temperature for 1.5 hours and then adjusted to pH 7 with aqueous hydrochloric acid (1M) and concentrated under reduced pressure. The residue is chromatographed on silica gel (230-400 mesh, 40 g), eluting with a gradient of methanol/chloroform (5/95-10... Starting materials: C(CC)(=O)OC1=C(C=C(C=C1)P(=O)(CP(=O)(OCC)OCC)OCC)C(CC(=O)OCC1=CC=CC=C1)(C)C (Benzyl 3-(2-propionyloxy-5-(ethoxy(diethylphosphonomethyl)phosphinoyl)phenyl)-3-methylbutanoate). The reagents and catalysts are [Pd] (Pd/C). Run in CO (methanol). Product: C(CC)(=O)OC1=C(C=C(C=C1)P(=O)(CP(=O)(OCC)OCC)OCC)C(CC(=O)O)(C)C (3-(2-propionyloxy-5-(ethoxy(diethylphosphonomethyl)phosphinoyl)phenyl)-3-methylbutanoic acid). The yield is 92.3%. Reaction SMILES: [C:1]([O:5][C:6]1[CH:11]=[CH:10][C:9]([P:12]([O:23][CH2:24][CH3:25])([CH2:14][P:15]([O:20][CH2:21][CH3:22])([O:17][CH2:18][CH3:19])=[O:16])=[O:13])=[CH:8][C:7]=1[C:26]([CH3:39])([CH3:38])[CH2:27][C:28]([O:30]CC1C=CC=CC=1)=[O:29])(=[O:4])[CH2:2][CH3:3]>CO.[Pd]>[C:1]([O:5][C:6]1[CH:11]=[CH:10][C:9]([P:12]([O:23][CH2:24][CH3:25])([CH2:14][P:15]([O:17][CH2:18][CH3:19])([O:20][CH2:21][CH3:22])=[O:16])=[O:13])=[CH:8][C:7]=1[C:26]([CH3:39])([CH3:38])[CH2:27][C:28]([OH:30])=[O:29])(=[O:4])[CH2:2][CH3:3]. Procedure: Compound 123 (300 mg, 0.515 mmol) was dissolved in methanol (5 mL) and hydrogenated over Pd/C (30%, 95 mg) under H2 (1 atm) for 3 hr. The catalyst was filtered off and the solvent removed under reduced pressure resulting in the pale-yellow liquid 124 (234 mg, 92%): 1H NMR (400 MHz, CDCl3) δ 1.21 (t, J=7.0, 3H), 1.25 (m, 9H), 1.49 (s, 3H), 1.52 (s, 3H), 2.55-2.68 (m, 4H), 2.72 (AB q, J=13.8, 2H), 3.90-4.13 (m, 6H), 7.15 (dd, J=3.5, 8.1, 1H), 7.67 (ddd, J=1.8, 8.3, 11.8, 1H), 7.84 (dd, J=1.8, 13.7...